From a dataset of the Open Reaction Database (ORD), a public repository of structured organic reaction records. describe an organic reaction: reactants, conditions, products, and yield Procedure: Benzoyl isothiocyanate (0.330 g, 2.02 mmol) was added to a solution of 3-(benzyloxy)-5-(2-chlorophenoxy)pyridin-2-amine (0.660 g, 2.02 mmol) in THF (4 mL). The reaction mixture was stirred for 2 hours at room temperature, diluted with hexanes, filtered, and washed with hexanes to afford 1-benzoyl-3-(3-(benzyloxy)-5-(2-chlorophenoxy)pyridin-2-yl)thiourea (0.92 g, 93.0% yield) as a light yellow powder. 1H NMR (CDCl3) δ 5.16 (s, 2H), 6.95 (s, 1H), 7.00-8.04 (m, 17H). Yield: 93.0%. Run in C1CCOC1 (THF), hexanes. Product: C(C1=CC=CC=C1)(=O)NC(=S)NC1=NC=C(C=C1OCC1=CC=CC=C1)OC1=C(C=CC=C1)Cl (1-benzoyl-3-(3-(benzyloxy)-5-(2-chlorophenoxy)pyridin-2-yl)thiourea). RXN SMILES: [C:1]([N:9]=[C:10]=[S:11])(=[O:8])[C:2]1[CH:7]=[CH:6][CH:5]=[CH:4][CH:3]=1.[CH2:12]([O:19][C:20]1[C:21]([NH2:34])=[N:22][CH:23]=[C:24]([O:26][C:27]2[CH:32]=[CH:31][CH:30]=[CH:29][C:28]=2[Cl:33])[CH:25]=1)[C:13]1[CH:18]=[CH:17][CH:16]=[CH:15][CH:14]=1>C1COCC1>[C:1]([NH:9][C:10]([NH:34][C:21]1[C:20]([O:19][CH2:12][C:13]2[CH:14]=[CH:15][CH:16]=[CH:17][CH:18]=2)=[CH:25][C:24]([O:26][C:27]2[CH:32]=[CH:31][CH:30]=[CH:29][C:28]=2[Cl:33])=[CH:23][N:22]=1)=[S:11])(=[O:8])[C:2]1[CH:7]=[CH:6][CH:5]=[CH:4][CH:3]=1. Conditions: time 2 hour. The reactants are C(C1=CC=CC=C1)(=O)N=C=S (Benzoyl isothiocyanate), C(C1=CC=CC=C1)OC=1C(=NC=C(C1)OC1=C(C=CC=C1)Cl)N (3-(benzyloxy)-5-(2-chlorophenoxy)pyridin-2-amine). Starting materials: C(C)(=O)N1C=CC2=CC(=CC=C12)C(=O)OCC1=CC=CC=C1 (benzyl 1-acetyl-1H-indole-5-carboxylate), [H][H] (hydrogen). The product is C(C)(=O)N1CCC2=CC(=CC=C12)C(=O)O (1-Acetyl-2,3-dihydro-1H-indole-5-carboxylic acid). Reagents/catalysts: [Pd] (Palladium on carbon). Isolated yield 46.8%. Solvent: C(C)O (ethanol). Reaction SMILES: [C:1]([N:4]1[C:12]2[C:7](=[CH:8][C:9]([C:13]([O:15]CC3C=CC=CC=3)=[O:14])=[CH:10][CH:11]=2)[CH:6]=[CH:5]1)(=[O:3])[CH3:2].[H][H]>C(O)C.[Pd]>[C:1]([N:4]1[C:12]2[C:7](=[CH:8][C:9]([C:13]([OH:15])=[O:14])=[CH:10][CH:11]=2)[CH2:6][CH2:5]1)(=[O:3])[CH3:2]. Procedure: The benzyl 1-acetyl-1H-indole-5-carboxylate (550 mg) obtained above was suspended in ethanol (9 ml). 10% Palladium on carbon was added thereto, and the mixture was stirred for 16 hours at room temperature in a hydrogen atmosphere. Insoluble matter was removed by filtration, and the filtrate was concentrated under reduced pressure. Precipitated crystals were collected by filtration, washed with ether and dried under reduced pressure to give the title compound (180 mg, Y.:48%). Starting materials: FC1=C(C(=O)O)C(=CC=C1C)I (2-fluoro-6-iodo-3-methylbenzoic acid), N=1NN=CC1 (2H-1,2,3-triazole). Product: FC1=C(C(=O)O)C(=CC=C1C)N1N=CC=N1 (2-Fluoro-3-methyl-6-(2H-1,2,3-triazol-2-yl)benzoic acid). As a reaction SMILES: [F:1][C:2]1[C:10]([CH3:11])=[CH:9][CH:8]=[C:7](I)[C:3]=1[C:4]([OH:6])=[O:5].[N:13]1[NH:14][N:15]=[CH:16][CH:17]=1>>[F:1][C:2]1[C:10]([CH3:11])=[CH:9][CH:8]=[C:7]([N:14]2[N:15]=[CH:16][CH:17]=[N:13]2)[C:3]=1[C:4]([OH:6])=[O:5]. Procedure details: The title compound was synthesized following the same general protocol as described in Example A11 using 2-fluoro-6-iodo-3-methylbenzoic acid and 2H-1,2,3-triazole. ESI-MS (m/z): 222 [M+1]+. Starting materials: CCO, CCN(C(C)C)C(C)C, Cc1cc(Cl)nc(Cl)n1, NC1CCc2ccccc21. Yields the product Cc1cc(NC2CCc3ccccc32)nc(Cl)n1. As a reaction SMILES: [CH3:29][CH2:30][OH:31].[CH:10]([N:11]([CH2:12][CH3:13])[CH:14]([CH3:15])[CH3:16])([CH3:17])[CH3:18].[Cl:1][c:2]1[n:3][c:4]([CH3:9])[cH:5][c:6]([Cl:8])[n:7]1.[NH2:19][CH:20]1[CH2:21][CH2:22][c:23]2[cH:24][cH:25][cH:26][cH:27][c:28]21>>[Cl:1][c:2]1[n:3][c:4]([CH3:9])[cH:5][c:6]([NH:19][CH:20]2[CH2:21][CH2:22][c:23]3[cH:24][cH:25][cH:26][cH:27][c:28]32)[n:7]1. Reactants: ClC1=C(C=CC(=C1)OC)CC(=O)C=1C=CC2=C(N(C(CO2)=O)CC)C1 (6-[2-(2-chloro-4-methoxy-phenyl)-acetyl]-4-ethyl-4H-benzo[1,4]oxazin-3-one), CI (methyl iodide). The product is ClC1=C(C=CC(=C1)OC)C(C(=O)C=1C=CC2=C(N(C(CO2)=O)CC)C1)C (6-[2-(2-Chloro-4-methoxy-phenyl)-propionyl]-4-ethyl-4H-benzo[1,4]oxazin-3-one). Reaction SMILES: [Cl:1][C:2]1[CH:7]=[C:6]([O:8][CH3:9])[CH:5]=[CH:4][C:3]=1[CH2:10][C:11]([C:13]1[CH:14]=[CH:15][C:16]2[O:21][CH2:20][C:19](=[O:22])[N:18]([CH2:23][CH3:24])[C:17]=2[CH:25]=1)=[O:12].[CH3:26]I>>[Cl:1][C:2]1[CH:7]=[C:6]([O:8][CH3:9])[CH:5]=[CH:4][C:3]=1[CH:10]([CH3:26])[C:11]([C:13]1[CH:14]=[CH:15][C:16]2[O:21][CH2:20][C:19](=[O:22])[N:18]([CH2:23][CH3:24])[C:17]=2[CH:25]=1)=[O:12]. Reported procedure: In analogy to Example 56, step 2, 6-[2-(2-chloro-4-methoxy-phenyl)-acetyl]-4-ethyl-4H-benzo[1,4]oxazin-3-one (7.7 g) was reacted with methyl iodide at r.t. for 5.5 h. The product was purified by column chromatography (silica gel, heptane/AcOEt 2:1) to give the title compound (5.1 g) as a white solid. MS (m/e)=374.1 [M+H+] The reactants are P(=O)(Cl)(Cl)Cl (phosphorus oxychloride), C(C)(=O)O[C@H]1[C@@H](O[C@@H]([C@H]1OC(C)=O)COC(C)=O)N1C=NC=2C(=O)NC(N)=NC12 (2′,3′,5′-tri-O-acetyl-guanosine), CN(C1=CC=CC=C1)C (N,N-dimethylaniline), O=P12OP3(=O)OP(=O)(O1)OP(=O)(O2)O3 (P2O5). The reagents and catalysts are [Cl-].C(C)[N+](CC)(CC)CC (Tetraethylammonium chloride). Solvent: C(C)#N (acetonitrile). Run at temperature 47.5 celsius, time 15 minute. Product: NC1=NC(=C2N=CN(C2=N1)[C@H]1[C@H](OC(C)=O)[C@H](OC(C)=O)[C@H](O1)COC(C)=O)Cl (2-Amino-6-chloro-9-(2,3,5-tri-O-acetyl-β-D-ribofuranosyl)purine). As a reaction SMILES: [C:1]([O:4][C@@H:5]1[C@H:9]([O:10][C:11](=[O:13])[CH3:12])[C@@H:8]([CH2:14][O:15][C:16](=[O:18])[CH3:17])[O:7][C@H:6]1[N:19]1[C:29]2[N:28]=[C:26]([NH2:27])[NH:25][C:23](=O)[C:22]=2[N:21]=[CH:20]1)(=[O:3])[CH3:2].O=P12OP3(OP(OP(O3)(O1)=O)(=O)O2)=O.CN(C)C1C=CC=CC=1.P(Cl)(Cl)([Cl:55])=O>[Cl-].C([N+](CC)(CC)CC)C.C(#N)C>[NH2:27][C:26]1[N:28]=[C:29]2[C:22]([N:21]=[CH:20][N:19]2[C@@H:6]2[O:7][C@H:8]([CH2:14][O:15][C:16](=[O:18])[CH3:17])[C@@H:9]([O:10][C:11](=[O:13])[CH3:12])[C@H:5]2[O:4][C:1](=[O:3])[CH3:2])=[C:23]([Cl:55])[N:25]=1 |f:4.5|. Reported procedure: An 8-liter, 3-neck, round bottom flask equipped with a mechanical stirrer, a condenser, a thermometer, and an argon inlet is charged with dry acetonitrile (2.2 liters) and 2′,3′,5′-tri-O-acetyl-guanosine (550 g, 1.344 moles). Tetraethylammonium chloride (423 g, 2.55 moles), previously dried for 18 hours over P2O5 at 110° C./high vacuum is added to afford a clear, green solution. After heating to 45-50° C., N,N-dimethylaniline (179 g, 1.48 moles) is added, followed by phosphorus oxychloride (825 ... The reactants are CN(CC1CCN(C(=O)OC(C)(C)C)C1)c1nc2ccc(NC(=O)c3ccc(-c4ccc(F)cc4)cc3)cc2s1, ClCCl, O=C(O)C(F)(F)F. The product is CN(CC1CCNC1)c1nc2ccc(NC(=O)c3ccc(-c4ccc(F)cc4)cc3)cc2s1. RXN SMILES: [C:1]([O:2][C:3](=[O:4])[N:8]1[CH2:9][CH:10]([CH2:13][N:14]([CH3:15])[c:16]2[s:17][c:18]3[c:19]([n:20]2)[cH:21][cH:22][c:23]([NH:25][C:26](=[O:27])[c:28]2[cH:29][cH:30][c:31](-[c:34]4[cH:35][cH:36][c:37]([F:40])[cH:38][cH:39]4)[cH:32][cH:33]2)[cH:24]3)[CH2:11][CH2:12]1)([CH3:5])([CH3:6])[CH3:7].[Cl:48][CH2:49][Cl:50].[OH:41][C:42]([C:43]([F:44])([F:45])[F:46])=[O:47]>>[NH:8]1[CH2:9][CH:10]([CH2:13][N:14]([CH3:15])[c:16]2[s:17][c:18]3[c:19]([n:20]2)[cH:21][cH:22][c:23]([NH:25][C:26](=[O:27])[c:28]2[cH:29][cH:30][c:31](-[c:34]4[cH:35][cH:36][c:37]([F:40])[cH:38][cH:39]4)[cH:32][cH:33]2)[cH:24]3)[CH2:11][CH2:12]1.